This data is from the Open Reaction Database (ORD), a public repository of structured organic reaction records. The task is: describe an organic reaction: reactants, conditions, products, and yield Starting materials: ClC=1C=C(C=CC1)C=1N=C(SC1C(=O)N)N1C=NC2=C1C=C(C=C2)O (4-(3-chloro-phenyl)-2-(6-hydroxy-benzoimidazol-1-yl)-thiazole-5-carboxylic acid amide), N1(CCOCC1)CCCOS(=O)(=O)C1=CC=C(C=C1)C (toluene-4-sulfonic acid 3-morpholin-4-yl-propyl ester), C([O-])([O-])=O.[Cs+].[Cs+] (cesium carbonate). Solvent: CN(C=O)C (dimethylformamide). Product: ClC=1C=C(C=CC1)C=1N=C(SC1C(=O)N)N1C=NC2=C1C=C(C=C2)OCCCN2CCOCC2 (4-(3-chloro-phenyl)-2-[6-(3-morpholin-4-yl-propoxy)-benzoimidazol-1-yl]-thiazole-5-carboxylic acid amide). Isolated yield 56.2%. RXN SMILES: [Cl:1][C:2]1[CH:3]=[C:4]([C:8]2[N:9]=[C:10]([N:16]3[C:20]4[CH:21]=[C:22]([OH:25])[CH:23]=[CH:24][C:19]=4[N:18]=[CH:17]3)[S:11][C:12]=2[C:13]([NH2:15])=[O:14])[CH:5]=[CH:6][CH:7]=1.[N:26]1([CH2:32][CH2:33][CH2:34]OS(C2C=CC(C)=CC=2)(=O)=O)[CH2:31][CH2:30][O:29][CH2:28][CH2:27]1.C(=O)([O-])[O-].[Cs+].[Cs+]>CN(C)C=O>[Cl:1][C:2]1[CH:3]=[C:4]([C:8]2[N:9]=[C:10]([N:16]3[C:20]4[CH:21]=[C:22]([O:25][CH2:34][CH2:33][CH2:32][N:26]5[CH2:31][CH2:30][O:29][CH2:28][CH2:27]5)[CH:23]=[CH:24][C:19]=4[N:18]=[CH:17]3)[S:11][C:12]=2[C:13]([NH2:15])=[O:14])[CH:5]=[CH:6][CH:7]=1 |f:2.3.4|. Procedure details: A mixture of 0.037 g (0.1 mmole) of 4-(3-chloro-phenyl)-2-(6-hydroxy-benzoimidazol-1-yl)-thiazole-5-carboxylic acid amide (I.25d), 0.060 g (0.2 mmole) of toluene-4-sulfonic acid 3-morpholin-4-yl-propyl ester, 1 mL of dimethylformamide and 0.160 g (0.5 mmole) of cesium carbonate was heated at 100 degrees for 30 minutes. The mixture was cooled, the solid was removed by filtration and the filtrate purified by reverse phase silica gel chromatography, eluting with acetonitrile-water (gradient 20:80-1... Reactants: [Li]CCCC (n-BuLi), CC1(C=2C=CC(=CC2C(CC1)(C)C)C(C(=O)O)=O)C (5,6,7,8-tetrahydro-5,5,8,8-tetramethyl-2-naphthylglyoxylic acid), CS(=O)C (DMSO), [Li]CCCC (n-BuLi), [Br-].C(CCCCCC)P(C1=CC=CC=C1)(C1=CC=CC=C1)C1=CC=CC=C1 (n-heptyltriphenylphosphine bromide), Cl (hydrochloric acid). Run in O (water). Run at time 15 minute. Product: CC1(C=2C=CC(=CC2C(CC1)(C)C)C(C(=O)O)=CCCCCCC)C (2-(5,6,7,8-tetrahydro-5,5,8,8-tetramethyl-2-naphthyl)-2-nonenoic acid). RXN SMILES: CC1(C)[CH2:11][CH2:10][C:9]([CH3:13])([CH3:12])[C:8]2[CH:7]=[C:6]([C:14](=O)[C:15]([OH:17])=[O:16])[CH:5]=CC1=2.[Li][CH2:21][CH2:22][CH2:23][CH3:24].[Br-].[CH2:26](P(C1C=CC=CC=1)(C1C=CC=CC=1)C1C=CC=CC=1)[CH2:27][CH2:28][CH2:29][CH2:30][CH2:31][CH3:32].Cl.[CH3:53]S(C)=O>O>[CH3:24][C:23]1([CH3:53])[CH2:11][CH2:10][C:9]([CH3:12])([CH3:13])[C:8]2[CH:7]=[C:6]([C:14](=[CH:26][CH2:27][CH2:28][CH2:29][CH2:30][CH2:31][CH3:32])[C:15]([OH:17])=[O:16])[CH:5]=[CH:21][C:22]1=2 |f:2.3|. Reported procedure: 1 g (3.8 mmol) of 5,6,7,8-tetrahydro-5,5,8,8-tetramethyl-2-naphthylglyoxylic acid and 10 ml of DMSO were introduced into a three-necked flask under a nitrogen stream. 2.37 ml of n-BuLi (1.6 M in hexane) were added dropwise and the mixture was stirred at room temperature for 15 minutes. 2 g (4.5 mmol) of n-heptyltriphenylphosphine bromide were then added and 2.85 ml (4.5 mmol) of n-BuLi (1.6 M in hexane) were added dropwise and the mixture was stirred at room temperature for one hour. The reactio... Reactants: FC1=CC=CC=C1 (fluorobenzene), Cl (HCl), BrC1=CC=C(C(=O)Cl)C=C1 (4-bromobenzoyl chloride), [Cl-].[Al+3].[Cl-].[Cl-] (aluminum chloride). Conditions: temperature 0 celsius. The product is BrC1=CC=C(C(=O)C2=CC=C(C=C2)F)C=C1 (4-bromo-4'-fluorobenzophenone). Isolated yield 85.7%. RXN SMILES: [F:1][C:2]1[CH:7]=[CH:6][CH:5]=[CH:4][CH:3]=1.[Br:8][C:9]1[CH:17]=[CH:16][C:12]([C:13](Cl)=[O:14])=[CH:11][CH:10]=1.[Cl-].[Al+3].[Cl-].[Cl-].Cl>>[Br:8][C:9]1[CH:17]=[CH:16][C:12]([C:13]([C:5]2[CH:6]=[CH:7][C:2]([F:1])=[CH:3][CH:4]=2)=[O:14])=[CH:11][CH:10]=1 |f:2.3.4.5|. Procedure details: In a 250 mL flask equipped with a nitrogen inlet, overhead stirring assembly, and reflux condenser were placed fluorobenzene (117 g, 1.2 mol) and 4-bromobenzoyl chloride (39.8 g, 0.181 mol). The mixture was cooled to 0° C. and aluminum chloride (27 g, 0.20 mol) was added. The mixture was stirred for 15 minutes at 23° C., followed by heating to reflux for 4 h. The reaction was then cooled to 23° C. and stirred for 16 h. The resulting slurry was poured into 2 L of acidic (HCl) water. The organics ... Reactants: C[C@@H]([C@@H](C1=CC=CC=C1)O)NC (l-ephedrine), C[C@@H]([C@@H](C1=CC=CC=C1)O)NC (l-ephedrine), CN (methylamine), C[C@@H]([C@@H](C1=CC=CC=C1)O)NC (L-ephedrine). Product: C[C@@H]([C@H](C1=CC=CC=C1)O)NC (d-pseudoephedrine). RXN SMILES: [CH3:1][C@H:2]([NH:11][CH3:12])[C@H:3]([OH:10])[C:4]1[CH:9]=[CH:8][CH:7]=[CH:6][CH:5]=1.CN>>[CH3:1][C@H:2]([NH:11][CH3:12])[C@@H:3]([OH:10])[C:4]1[CH:5]=[CH:6][CH:7]=[CH:8][CH:9]=1. Reported procedure: The combination of yeast transformation of benzaldehyde to produce PAC and chemical conversion of the PAC to make l-ephedrine is described in U.S. Pat. No. 1,956,950. The PAC can be converted by a chemical reductive amination with methylamine to optically pure L-ephedrine as follows: ##STR2## The l-ephedrine can then converted in high yield to d-pseudoephedrine as follows: ##STR3## It is apparent from this reaction scheme that microbial transformation of benzaldehyde by yeast to form L-(-)phenyl... Reactants: C1CCOC1, C[Si](C)(C)[N-][Si](C)(C)C, Cc1ccc(N)cc1C, CSc1ccc(C#N)cc1, [Cl-], [Li+], [NH4+]. Yields the product CSc1ccc(C(=N)Nc2ccc(C)c(C)c2)cc1. RXN SMILES: [CH2:32]1[O:33][CH2:34][CH2:35][CH2:36]1.[CH3:10][Si:11]([N-:12][Si:13]([CH3:14])([CH3:15])[CH3:16])([CH3:17])[CH3:18].[CH3:1][c:2]1[cH:3][cH:4][c:5]([NH2:6])[cH:7][c:8]1[CH3:9].[CH3:20][S:21][c:22]1[cH:23][cH:24][c:25]([C:26]#[N:27])[cH:28][cH:29]1.[Cl-:30].[Li+:19].[NH4+:31]>>[CH3:1][c:2]1[cH:3][cH:4][c:5]([NH:6][C:26]([c:25]2[cH:24][cH:23][c:22]([S:21][CH3:20])[cH:29][cH:28]2)=[NH:27])[cH:7][c:8]1[CH3:9]. The reactants are C1COCCN1, Cc1ccccc1, CCCCN(c1nc(Cl)nc(N(CCCC)C2CC(C)(C)N(OC3CCCCC3)C(C)(C)C2)n1)C1CC(C)(C)N(OC2CCCCC2)C(C)(C)C1, [Na+], [OH-]. Product: CCCCN(c1nc(N2CCOCC2)nc(N(CCCC)C2CC(C)(C)N(OC3CCCCC3)C(C)(C)C2)n1)C1CC(C)(C)N(OC2CCCCC2)C(C)(C)C1. RXN SMILES: [CH2:52]1[CH2:53][O:54][CH2:55][CH2:56][NH:57]1.[CH3:60][c:61]1[cH:62][cH:63][cH:64][cH:65][cH:66]1.[Cl:1][c:2]1[n:3][c:4]([N:30]([CH:31]2[CH2:32][C:33]([CH3:46])([CH3:47])[N:34]([O:39][CH:40]3[CH2:41][CH2:42][CH2:43][CH2:44][CH2:45]3)[C:35]([CH3:37])([CH3:38])[CH2:36]2)[CH2:48][CH2:49][CH2:50][CH3:51])[n:5][c:6]([N:8]([CH:9]2[CH2:10][C:11]([CH3:24])([CH3:25])[N:12]([O:17][CH:18]3[CH2:19][CH2:20][CH2:21][CH2:22][CH2:23]3)[C:13]([CH3:15])([CH3:16])[CH2:14]2)[CH2:26][CH2:27][CH2:28][CH3:29])[n:7]1.[Na+:59].[OH-:58]>>[c:2]1([N:57]2[CH2:52][CH2:53][O:54][CH2:55][CH2:56]2)[n:3][c:4]([N:30]([CH:31]2[CH2:32][C:33]([CH3:46])([CH3:47])[N:34]([O:39][CH:40]3[CH2:41][CH2:42][CH2:43][CH2:44][CH2:45]3)[C:35]([CH3:37])([CH3:38])[CH2:36]2)[CH2:48][CH2:49][CH2:50][CH3:51])[n:5][c:6]([N:8]([CH:9]2[CH2:10][C:11]([CH3:24])([CH3:25])[N:12]([O:17][CH:18]3[CH2:19][CH2:20][CH2:21][CH2:22][CH2:23]3)[C:13]([CH3:15])([CH3:16])[CH2:14]2)[CH2:26][CH2:27][CH2:28][CH3:29])[n:7]1. The reactants are CC(C)(C)OC(=O)NC1CCC(NS(C)(=O)=O)CC1, CCOCC, ClCCl, O=C(O)C(F)(F)F. Product: CS(=O)(=O)NC1CCC(N)CC1. Reaction SMILES: [CH3:1][S:2](=[O:3])(=[O:4])[NH:5][CH:6]1[CH2:7][CH2:8][CH:9]([NH:12][C:13](=[O:14])[O:15][C:16]([CH3:17])([CH3:18])[CH3:19])[CH2:10][CH2:11]1.[CH3:27][CH2:28][O:29][CH2:30][CH3:31].[Cl:32][CH2:33][Cl:34].[F:20][C:21]([F:22])([F:23])[C:24]([OH:25])=[O:26]>>[CH3:1][S:2](=[O:3])(=[O:4])[NH:5][CH:6]1[CH2:7][CH2:8][CH:9]([NH2:12])[CH2:10][CH2:11]1. Reactants: COc1cc(CCCC(=O)O)c([N+](=O)[O-])cc1OC, CN(C)C=O, [H-], [Na+], O, Sc1ccccc1. The product is COc1cc([N+](=O)[O-])c(CCCC(=O)O)cc1O. Reaction SMILES: [CH3:1][O:2][c:3]1[cH:4][c:5]([N+:17](=[O:18])[O-:19])[c:6]([CH2:11][CH2:12][CH2:13][C:14](=[O:15])[OH:16])[cH:7][c:8]1[O:9][CH3:10].[CH3:30][N:31]([CH3:32])[CH:33]=[O:34].[H-:28].[Na+:27].[OH2:29].[SH:20][c:21]1[cH:22][cH:23][cH:24][cH:25][cH:26]1>>[CH3:1][O:2][c:3]1[cH:4][c:5]([N+:17](=[O:18])[O-:19])[c:6]([CH2:11][CH2:12][CH2:13][C:14](=[O:15])[OH:16])[cH:7][c:8]1[OH:9].